From a dataset of the Open Reaction Database (ORD), a public repository of structured organic reaction records. describe an organic reaction: reactants, conditions, products, and yield The reactants are COCCOC, COc1ccc2c(Cl)nc(C#N)c(-c3ccccc3)c2c1, [H-], [Na+], c1c[nH]cn1. Product: COc1ccc2c(-n3ccnc3)nc(C#N)c(-c3ccccc3)c2c1. RXN SMILES: [CH3:29][O:30][CH2:31][CH2:32][O:33][CH3:34].[Cl:8][c:9]1[n:10][c:11]([C:27]#[N:28])[c:12](-[c:21]2[cH:22][cH:23][cH:24][cH:25][cH:26]2)[c:13]2[cH:14][c:15]([O:19][CH3:20])[cH:16][cH:17][c:18]12.[H-:7].[Na+:6].[nH:1]1[cH:2][n:3][cH:4][cH:5]1>>[n:1]1(-[c:9]2[n:10][c:11]([C:27]#[N:28])[c:12](-[c:21]3[cH:22][cH:23][cH:24][cH:25][cH:26]3)[c:13]3[cH:14][c:15]([O:19][CH3:20])[cH:16][cH:17][c:18]23)[cH:2][n:3][cH:4][cH:5]1. Reactants: COC(=O)C1(CCN(CC1)C(=O)OC(C)(C)C)NC(CCCCl)=O (4-(4-chloro-butyrylamino)-piperidine-1,4-dicarboxylic acid 1-tert-butyl ester 4-methyl ester), [H-].[Na+] (NaH). Run in C1CCOC1 (THF), C1CCOC1 (THF). Reaction conditions: time 16 hour. The product is COC(=O)C1(CCN(CC1)C(=O)OC(C)(C)C)N1C(CCC1)=O (4-(2-oxo-pyrrolidin-1-yl)-piperidine-1,4-dicarboxylic acid 1-tert-butyl ester 4-methyl ester). The yield is 58.0%. Reaction SMILES: [CH3:1][O:2][C:3]([C:5]1([NH:18][C:19](=[O:24])[CH2:20][CH2:21][CH2:22]Cl)[CH2:10][CH2:9][N:8]([C:11]([O:13][C:14]([CH3:17])([CH3:16])[CH3:15])=[O:12])[CH2:7][CH2:6]1)=[O:4].[H-].[Na+]>C1COCC1>[CH3:1][O:2][C:3]([C:5]1([N:18]2[CH2:22][CH2:21][CH2:20][C:19]2=[O:24])[CH2:10][CH2:9][N:8]([C:11]([O:13][C:14]([CH3:17])([CH3:16])[CH3:15])=[O:12])[CH2:7][CH2:6]1)=[O:4] |f:1.2|. Reported procedure: The ester compound in dry THF (15 mL) was added to a suspension of NaH (352 mgs, 8.81 mmol) in dry THF (3 mL) and stirred at room temperature for 16 hours. The reaction mixture was then quenched with water (4 mL), diluted with ethyl acetate (60 mL), dried over MgSO4, filtered, and purified by flash chromatography on silica gel with stepwise elution using 50% ethyl acetate/hexanes to 100% ethyl acetate/hexanes gave 4-(2-oxo-pyrrolidin-1-yl)-piperidine-1,4-dicarboxylic acid 1-tert-butyl ester 4-me...